From a dataset of the Open Reaction Database (ORD), a public repository of structured organic reaction records. describe an organic reaction: reactants, conditions, products, and yield Reactants: CCCCNc1cc(C(=O)O)cc(S(N)(=O)=O)c1Oc1ccccc1, O=S(=O)(O)Cl, O. Product: CCCCNc1cc(C(=O)O)cc(S(N)(=O)=O)c1Oc1ccc(S(=O)(=O)Cl)cc1. As a reaction SMILES: [CH2:6]([CH2:7][CH2:8][CH3:9])[NH:10][c:11]1[cH:12][c:13]([C:14](=[O:15])[OH:16])[cH:17][c:18]([S:27]([NH2:28])(=[O:29])=[O:30])[c:19]1[O:20][c:21]1[cH:22][cH:23][cH:24][cH:25][cH:26]1.[Cl:1][S:2](=[O:3])(=[O:4])[OH:5].[OH2:31]>>[Cl:1][S:2](=[O:3])(=[O:5])[c:24]1[cH:23][cH:22][c:21]([O:20][c:19]2[c:11]([NH:10][CH2:6][CH2:7][CH2:8][CH3:9])[cH:12][c:13]([C:14](=[O:15])[OH:16])[cH:17][c:18]2[S:27]([NH2:28])(=[O:29])=[O:30])[cH:26][cH:25]1.